This data is from the Open Reaction Database (ORD), a public repository of structured organic reaction records. The task is: describe an organic reaction: reactants, conditions, products, and yield Starting materials: C1(CCC1)C(=O)N1[C@H]2[C@@]3(CCC(C[C@@]3(C=3C=C(C=CC3C2)OC)CC1)=O)O (N-cyclobutylcarbonyl-3-methoxy-14-hydroxy-6-ketomorphinan), B (borane), Cl (HCl). Solvent: O1CCCC1 (THF), O1CCCC1 (tetrahydrofuran). Run at time 2 hour. Product: C1(CCC1)CN1[C@H]2[C@@]3(CC[C@@H](C[C@@]3(C=3C=C(C=CC3C2)OC)CC1)O)O (N-cyclobutylmethyl-3-methoxy-6α,14β-di-hydroxymorphinan). RXN SMILES: B.[CH:2]1([C:6]([N:8]2[CH2:26][CH2:25][C@@:15]34[C:16]5[CH:17]=[C:18]([O:23][CH3:24])[CH:19]=[CH:20][C:21]=5[CH2:22][C@@H:9]2[C@:10]3([OH:28])[CH2:11][CH2:12][C:13](=[O:27])[CH2:14]4)=O)[CH2:5][CH2:4][CH2:3]1.Cl>O1CCCC1>[CH:2]1([CH2:6][N:8]2[CH2:26][CH2:25][C@@:15]34[C:16]5[CH:17]=[C:18]([O:23][CH3:24])[CH:19]=[CH:20][C:21]=5[CH2:22][C@@H:9]2[C@:10]3([OH:28])[CH2:11][CH2:12][C@H:13]([OH:27])[CH2:14]4)[CH2:3][CH2:4][CH2:5]1. Procedure details: A solution of 4.5 g of borane in 300 ml of tetrahydrofuran (THF) is cooled to -5° under a stream of nitrogen, and then a solution of 35 g of N-cyclobutylcarbonyl-3-methoxy-14-hydroxy-6-ketomorphinan in 200 ml of THF is added slowly over a 45 minute period, keeping the reaction temperature below 0° C. The reaction mixture is then refluxed for 3 hours, cooled, and 150 ml of ZN HCl is added slowly, which induces a vigorous evolution of gas. The solution is then evaporated to a volume of 150 ml in v... The reactants are C[Si](CCOCCl)(C)C ([β-(Trimethylsilyl)ethoxy]methyl chloride), O1CCCC1 (tetrahydrofuran), [H-].[Na+] (sodium hydride), O1CCCC1 (tetrahydrofuran), BrC=1SC(=C(N1)Br)C=1NC=CN1 (2,4-dibromo-5-(1H-imidazol-2-yl)thiazole), O1CCCC1 (tetrahydrofuran). Product: BrC=1SC(=C(N1)Br)C=1N(C=CN1)COCC[Si](C)(C)C (2,4-dibromo-5-(1-((2-(trimethylsilyl)ethoxy)methyl)-1H-imidazol-2-yl)thiazole). Yield: 50.9%. As a reaction SMILES: [H-].[Na+].O1CCCC1.[Br:8][C:9]1[S:10][C:11]([C:15]2[NH:16][CH:17]=[CH:18][N:19]=2)=[C:12]([Br:14])[N:13]=1.[CH3:20][Si:21]([CH3:28])([CH3:27])[CH2:22][CH2:23][O:24][CH2:25]Cl>>[Br:8][C:9]1[S:10][C:11]([C:15]2[N:19]([CH2:25][O:24][CH2:23][CH2:22][Si:21]([CH3:28])([CH3:27])[CH3:20])[CH:18]=[CH:17][N:16]=2)=[C:12]([Br:14])[N:13]=1 |f:0.1|. Procedure: To a mixture of sodium hydride (2.89 g, 72.2 mmol) in tetrahydrofuran (431 mL, 5310 mmol) was added 2,4-dibromo-5-(1H-imidazol-2-yl)thiazole (18.81 g, 60.88 mmol) in tetrahydrofuran (60 mL, 700 mmol) at 0° C. The mixture was stirred for 30 min before [β-(Trimethylsilyl)ethoxy]methyl chloride (11.85 mL, 66.96 mmol) in tetrahydrofuran (24 mL, 3.0E2 mmol) was added slowly at 0° C. The reaction was quenched with MeOH. The solvent was evaporated and the residue was purified by column chromatography o... Starting materials: CSc1nnc(C#N)c(N2CCc3ccccc3CC2)n1, O=C(OO)c1cccc(Cl)c1, ClCCl. The product is N#Cc1nnc(O)nc1N1CCc2ccccc2CC1. As a reaction SMILES: [CH3:1][S:2][c:3]1[n:4][n:5][c:6]([C:20]#[N:21])[c:7]([N:9]2[CH2:10][CH2:11][c:12]3[c:13]([cH:16][cH:17][cH:18][cH:19]3)[CH2:14][CH2:15]2)[n:8]1.[Cl:22][c:23]1[cH:24][cH:25][cH:26][c:27]([C:28]([O:29][OH:31])=[O:30])[cH:32]1.[Cl:33][CH2:34][Cl:35]>>[c:3]1([OH:30])[n:4][n:5][c:6]([C:20]#[N:21])[c:7]([N:9]2[CH2:10][CH2:11][c:12]3[c:13]([cH:16][cH:17][cH:18][cH:19]3)[CH2:14][CH2:15]2)[n:8]1.